This data is from the Open Reaction Database (ORD), a public repository of structured organic reaction records. The task is: describe an organic reaction: reactants, conditions, products, and yield Starting materials: FC(C=1C=C(CN2C(C3=C(N(CCC2)C)N=C(N=C3C3=C(C=CC=C3)C)S(=O)(=O)C)=O)C=C(C1)C(F)(F)F)(F)F (6-[3,5-bis(trifluoromethyl)benzyl]-5,6,7,8,9,10-hexahydro-10-methyl-4-(2-methylphenyl)-2-(methylsulfonyl)-5-oxopyrimido[4,5-b][1,5]diazocine), C(C)(=O)N1CCNCC1 (1-acetylpiperazine). Product: C(C)(=O)N1CCN(CC1)C1CCN(C(C2=C(N1C)N=CN=C2C2=C(C=CC=C2)C)=O)CC2=CC(=CC(=C2)C(F)(F)F)C(F)(F)F (9-(4-acetylpiperazine-1-yl)-6-[3,5-bis(trifluoromethyl)benzyl]-5,6,7,8,9,10-hexahydro-10-methyl-4-(2-methylphenyl)-5-oxopyrimido[4,5-b][1,5]diazocine). Isolated yield 82.6%. RXN SMILES: [F:1][C:2]([F:40])([F:39])[C:3]1[CH:4]=[C:5]([CH:32]=[C:33]([C:35]([F:38])([F:37])[F:36])[CH:34]=1)[CH2:6][N:7]1[CH2:14][CH2:13][CH2:12][N:11]([CH3:15])[C:10]2[N:16]=[C:17](S(C)(=O)=O)[N:18]=[C:19]([C:20]3[CH:25]=[CH:24][CH:23]=[CH:22][C:21]=3[CH3:26])[C:9]=2[C:8]1=[O:31].[C:41]([N:44]1[CH2:49][CH2:48][NH:47][CH2:46][CH2:45]1)(=[O:43])[CH3:42]>>[C:41]([N:44]1[CH2:49][CH2:48][N:47]([CH:12]2[N:11]([CH3:15])[C:10]3[N:16]=[CH:17][N:18]=[C:19]([C:20]4[CH:25]=[CH:24][CH:23]=[CH:22][C:21]=4[CH3:26])[C:9]=3[C:8](=[O:31])[N:7]([CH2:6][C:5]3[CH:4]=[C:3]([C:2]([F:39])([F:40])[F:1])[CH:34]=[C:33]([C:35]([F:38])([F:36])[F:37])[CH:32]=3)[CH2:14][CH2:13]2)[CH2:46][CH2:45]1)(=[O:43])[CH3:42]. Procedure: In a similar manner to Example 1, 6-[3,5-bis(trifluoromethyl)benzyl]-5,6,7,8,9,10-hexahydro-10-methyl-4-(2-methylphenyl)-2-(methylsulfonyl)-5-oxopyrimido[4,5-b][1,5]diazocine (Compound of Reference Example 21; 88.0 mg) was reacted with 1-acetylpiperazine (23.1 mg) to obtain 9-(4-acetylpiperazine-1-yl)-6-[3,5-bis(trifluoromethyl)benzyl]-5,6,7,8,9,10-hexahydro-10-methyl-4-(2-methylphenyl)-5-oxopyrimido[4,5-b][1,5]diazocine (78.6 mg, 83%). Starting materials: C(=O)(OC(C)(C)C)N[C@@H](CC1=CC=CC=C1)[C@@H]1CCC(O1)=O (5(S)-[1(S)-(Boc-amino)-2-phenylethyl]dihydrofuran-2-(3H)-one), C(CC)(=O)O (propionic acid), C1(=CC=CC=C1)CCC1=CC=C(CBr)C=C1 (p-(2-phenylethyl)benzyl bromide), solution, C[Si](C)(C)[N-][Si](C)(C)C.[Li+] (lithium bis(trimethylsilyl)amide). Run in C1CCOC1 (THF), O (water), C(C)(=O)OCC (ethyl acetate), C1CCOC1 (THF), C1CCOC1 (THF), CN1CCCN(C1=O)C (DMPU). Reaction conditions: temperature 0 celsius, time 15 minute. Product: C(=O)(OC(C)(C)C)N[C@@H](CC1=CC=CC=C1)[C@@H]1C[C@H](C(O1)=O)CC1=CC=C(C=C1)CCC1=CC=CC=C1 (5(S)-[1(S)-(Boc-Amino)-2-phenylethyl]-3(R)-{[p-(2-phenylethyl)phenyl]methyl}dihydrofuran-2-(3H)-one). As a reaction SMILES: [C:1]([NH:8][C@H:9]([C@H:17]1[O:21][C:20](=[O:22])[CH2:19][CH2:18]1)[CH2:10][C:11]1[CH:16]=[CH:15][CH:14]=[CH:13][CH:12]=1)([O:3][C:4]([CH3:7])([CH3:6])[CH3:5])=[O:2].C[Si]([N-][Si](C)(C)C)(C)C.[Li+].[C:33]1([CH2:39][CH2:40][C:41]2[CH:48]=[CH:47][C:44]([CH2:45]Br)=[CH:43][CH:42]=2)[CH:38]=[CH:37][CH:36]=[CH:35][CH:34]=1.C(O)(=O)CC>C1COCC1.C(OCC)(=O)C.O.CN1C(=O)N(C)CCC1>[C:1]([NH:8][C@H:9]([C@H:17]1[O:21][C:20](=[O:22])[C@H:19]([CH2:45][C:44]2[CH:47]=[CH:48][C:41]([CH2:40][CH2:39][C:33]3[CH:38]=[CH:37][CH:36]=[CH:35][CH:34]=3)=[CH:42][CH:43]=2)[CH2:18]1)[CH2:10][C:11]1[CH:16]=[CH:15][CH:14]=[CH:13][CH:12]=1)([O:3][C:4]([CH3:6])([CH3:7])[CH3:5])=[O:2] |f:1.2|. Reported procedure: A solution of 4.4 g (14.53 mmol) of 5(S)-[1(S)-(Boc-amino)-2-phenylethyl]dihydrofuran-2-(3H)-one [preparation, see Example 2b)] in 21.4 ml of abs. THF and 2.4 ml of DMPU is treated, at -75° C. and under an N2 atmosphere, with 28 ml of a 1M solution of lithium bis(trimethylsilyl)amide in THF (Aldrich, Steinheim, FRG), and the mixture is subsequently stirred at this temperature for 15 min. A solution of 6.0 g (approximately 80%, 17.5 mmol) of p-(2-phenylethyl)benzyl bromide in 5.4 ml of abs. THF i... Product: C(C)(=O)OC(C)C=1C=NC(=C(C(=O)OC)C1)C=1NC(C(N1)(C)C(C)C)=O (methyl 5-(1-acetoxyethyl)-2-(4-isopropyl-4-methyl-5 -oxo-2-imidazolin-2-yl)nicotinate). The reactants are C(C)(C)C1(N=C(NC1=O)C1=C(C(=O)OC)C=C(C=N1)C(C)Br)C (methyl 2-(4-isopropyl-4-methyl-5-oxo-2-imidazolin-2-yl)-5-(1-bromoethyl)nicotinate), C(C)(=O)[O-].[K+] (potassium acetate). As a reaction SMILES: [CH:1]([C:4]1([CH3:23])[C:8](=[O:9])[NH:7][C:6]([C:10]2[N:19]=[CH:18][C:17]([CH:20](Br)[CH3:21])=[CH:16][C:11]=2[C:12]([O:14][CH3:15])=[O:13])=[N:5]1)([CH3:3])[CH3:2].[C:24]([O-:27])(=[O:26])[CH3:25].[K+]>C(O)(=O)C>[C:24]([O:27][CH:20]([C:17]1[CH:18]=[N:19][C:10]([C:6]2[NH:7][C:8](=[O:9])[C:4]([CH:1]([CH3:3])[CH3:2])([CH3:23])[N:5]=2)=[C:11]([CH:16]=1)[C:12]([O:14][CH3:15])=[O:13])[CH3:21])(=[O:26])[CH3:25] |f:1.2|. Run in C(C)(=O)O (acetic acid). Procedure details: A mixture of 12 g of methyl 2-(4-isopropyl-4-methyl-5-oxo-2-imidazolin-2-yl)-5-(1-bromoethyl)nicotinate, 3.1 g potassium acetate and 30 mL acetic acid is stirred under nitrogen and heated at reflux for 8 hours. The reaction mixture is filtered, and the filtrate is concentrated in vacuo. The residue is triturated with ether, filtered, and concentrated in vacuo to give the desired product as an amber glass. Starting materials: C1=CC=C2C=C(C=CC2=C1)S (2-thionaphthol), FC1=C(C=O)C=CC=C1 (2-fluorobenzaldehyde), C([O-])([O-])=O.[K+].[K+] (potassium carbonate). Run in C(C)(C)O (iso-propanol), O (water). Product: C1=C(C=CC2=CC=CC=C12)SC1=C(C=O)C=CC=C1 (2-(2-naphthylthio)benzaldehyde). As a reaction SMILES: [CH:1]1[CH:10]=[C:9]2[C:4]([CH:5]=[C:6]([SH:11])[CH:7]=[CH:8]2)=[CH:3][CH:2]=1.F[C:13]1[CH:20]=[CH:19][CH:18]=[CH:17][C:14]=1[CH:15]=[O:16].C(=O)([O-])[O-].[K+].[K+]>C(O)(C)C.O>[CH:5]1[C:4]2[C:9](=[CH:10][CH:1]=[CH:2][CH:3]=2)[CH:8]=[CH:7][C:6]=1[S:11][C:13]1[CH:20]=[CH:19][CH:18]=[CH:17][C:14]=1[CH:15]=[O:16] |f:2.3.4|. Procedure: A mixture of 2-thionaphthol (5.29 g; 33 mmol), 2-fluorobenzaldehyde (3.73 g; 33 mmol) and potassium carbonate (4.57 g; 33 mmol) in 28 mL of iso-propanol was heated to reflux for 12 h. The mixture was cooled to r.t., diluted with water and filtered. The solution was diluted with EtOAc and washed with water, brine and dry over MgSO4. The crude product (7.9 g) was used as is for the next step. As a reaction SMILES: I([O-])(=O)(=O)=[O:2].[Na+].[NH2:7]/[C:8](/[C:19]1[CH:24]=[CH:23][CH:22]=[CH:21][CH:20]=1)=[C:9]1\[C:10](=[O:18])[C:11]2[CH:17]=[CH:16][CH:15]=[CH:14][C:12]=2[S:13]\1>O.CO>[NH2:7]/[C:8](/[C:19]1[CH:24]=[CH:23][CH:22]=[CH:21][CH:20]=1)=[C:9]1\[C:10](=[O:18])[C:11]2[CH:17]=[CH:16][CH:15]=[CH:14][C:12]=2[S:13]\1=[O:2] |f:0.1|. Procedure: A solution of 2.246 gm (0.0105 mol) of sodium metaperiodate in 10 ml of water was added to a solution of 2.53 gm (0.01 mol) of (E)-2-[(amino)phenylmethylene]-benzo[b]-thiophen-3(2H)-one in 150 ml of methanol, and the mixture was stirred at room temperature for 15 hours. The sodium iodate precipitated thereby was removed by filtration, and the filtrate was diluted with 300 ml of water and extracted exhaustively with dichloromethane. The combined extracts were washed once with water, dried over so... The solvent is O (water), CO (methanol). Run at time 15 hour. Starting materials: I(=O)(=O)(=O)[O-].[Na+] (sodium metaperiodate), N\C(=C\1/C(C2=C(S1)C=CC=C2)=O)\C2=CC=CC=C2 ((E)-2-[(amino)phenylmethylene]-benzo[b]-thiophen-3(2H)-one). The product is N\C(=C\1/C(C2=C(S1=O)C=CC=C2)=O)\C2=CC=CC=C2 ((E)-2-[(Amino)phenylmethylene]-benzo[b]thiophen-3(2H)-one-1oxide). Starting materials: Nc1ccc(Br)cc1, CCN(C(C)C)C(C)C, Cc1ccc(Cl)cc1-c1nc(Cl)nc(Cl)n1, ClCCl, C1CCOC1. The product is Cc1ccc(Cl)cc1-c1nc(Cl)nc(Nc2ccc(Br)cc2)n1. Reaction SMILES: [Br:17][c:18]1[cH:19][cH:20][c:21]([NH2:22])[cH:23][cH:24]1.[CH:30]([N:31]([CH:32]([CH3:33])[CH3:34])[CH2:35][CH3:36])([CH3:37])[CH3:38].[Cl:1][c:2]1[n:3][c:4](-[c:9]2[c:10]([CH3:16])[cH:11][cH:12][c:13]([Cl:15])[cH:14]2)[n:5][c:6]([Cl:8])[n:7]1.[Cl:39][CH2:40][Cl:41].[O:25]1[CH2:26][CH2:27][CH2:28][CH2:29]1>>[c:2]1([NH:22][c:21]2[cH:20][cH:19][c:18]([Br:17])[cH:24][cH:23]2)[n:3][c:4](-[c:9]2[c:10]([CH3:16])[cH:11][cH:12][c:13]([Cl:15])[cH:14]2)[n:5][c:6]([Cl:8])[n:7]1. As a reaction SMILES: [Br-:1].[Br-:2].[Br-:3].[CH3:34][O:35][CH2:36][CH:37]([C:38](=[O:39])[c:40]1[cH:41][cH:42][cH:43][cH:44][cH:45]1)[CH2:46][O:47][CH3:48].[CH3:54][CH2:55][O:56][CH2:57][CH3:58].[O:49]1[CH2:50][CH2:51][CH2:52][CH2:53]1.[c:14]1([N+:15]([CH3:16])([CH3:17])[CH3:18])[cH:19][cH:20][cH:21][cH:22][cH:23]1.[c:24]1([N+:25]([CH3:26])([CH3:27])[CH3:28])[cH:29][cH:30][cH:31][cH:32][cH:33]1.[c:4]1([N+:5]([CH3:6])([CH3:7])[CH3:8])[cH:9][cH:10][cH:11][cH:12][cH:13]1>>[Br:1][C:37]([CH2:36][O:35][CH3:34])([C:38](=[O:39])[c:40]1[cH:41][cH:42][cH:43][cH:44][cH:45]1)[CH2:46][O:47][CH3:48]. The product is COCC(Br)(COC)C(=O)c1ccccc1. The reactants are [Br-], [Br-], [Br-], COCC(COC)C(=O)c1ccccc1, CCOCC, C1CCOC1, C[N+](C)(C)c1ccccc1, C[N+](C)(C)c1ccccc1, C[N+](C)(C)c1ccccc1.